This data is from the Open Reaction Database (ORD), a public repository of structured organic reaction records. The task is: describe an organic reaction: reactants, conditions, products, and yield Reactants: C=1C=CC(=CC1)P(C=2C=CC=CC2)C3=CC=C4C=CC=CC4=C3C5=C6C=CC=CC6=CC=C5P(C=7C=CC=CC7)C=8C=CC=CC8 (rac-BINAP), BrC1=C(C=CC=C1)C (2-bromotoluene), C([O-])([O-])=O.[Cs+].[Cs+] (cesium carbonate), FC(C1=CC=C(C=C1)NC=1C2=C(N=CN1)CNCC2)(F)F (N-(4-(Trifluoromethyl)phenyl)-5,6,7,8-tetrahydropyrido[3,4-d]pyrimidin-4-amine). The reagents and catalysts are C(C)(=O)[O-].[Pd+2].C(C)(=O)[O-] (palladium(II)acetate). Run in O1CCOCC1 (dioxane). Run at temperature 160 celsius, time 3 hour. Product: C1(=C(C=CC=C1)N1CC=2N=CN=C(C2CC1)NC1=CC=C(C=C1)C(F)(F)F)C (7-(o-Tolyl)-N-(4-(trifluoromethyl)phenyl)-5,6,7,8-tetrahydropyrido[3,4-d]pyrimidin-4-amine). Yield: 8.2%. Reaction SMILES: C1C=CC(P(C2C(C3C(P(C4C=CC=CC=4)C4C=CC=CC=4)=CC=C4C=3C=CC=C4)=C3C(C=CC=C3)=CC=2)C2C=CC=CC=2)=CC=1.Br[C:48]1[CH:53]=[CH:52][CH:51]=[CH:50][C:49]=1[CH3:54].C(=O)([O-])[O-].[Cs+].[Cs+].[F:61][C:62]([F:81])([F:80])[C:63]1[CH:68]=[CH:67][C:66]([NH:69][C:70]2[C:71]3[CH2:79][CH2:78][NH:77][CH2:76][C:72]=3[N:73]=[CH:74][N:75]=2)=[CH:65][CH:64]=1>C([O-])(=O)C.[Pd+2].C([O-])(=O)C.O1CCOCC1>[C:49]1([CH3:54])[CH:50]=[CH:51][CH:52]=[CH:53][C:48]=1[N:77]1[CH2:78][CH2:79][C:71]2[C:70]([NH:69][C:66]3[CH:65]=[CH:64][C:63]([C:62]([F:81])([F:61])[F:80])=[CH:68][CH:67]=3)=[N:75][CH:74]=[N:73][C:72]=2[CH2:76]1 |f:2.3.4,6.7.8|. Procedure details: To 2 mL of dioxane was added 10 mol % of palladium(II)acetate (12 mg) and 20 mol % rac-BINAP (58 mg). After stirring for 3 hours, 2-bromotoluene (0.064 ml, 0.53 mmol), cesium carbonate (682 mg, 2.12 mmol), N-(4-(Trifluoromethyl)phenyl)-5,6,7,8-tetrahydropyrido[3,4-d]pyrimidin-4-amine (150 mg, 0.51 mmol) and activated molecular sieves (340 mg) were added. The mixture was sonicated for 10 minutes and heated in a sealed tube via microwave at 160° C. for 3 h in a Personal Chemistry Microwave (Smith ... Reactants: CON(C(=O)C1=CN(C2=CC=CC=C2C1=O)CC1=NC(=CC=C1)Br)C (1-(6-bromo-pyridin-2-ylmethyl)-4-oxo-1,4-dihydro-quinoline-3-carboxylic acid methoxy-methyl-amide), yellow solid. The solvent is [Br-] (bromide), C1CCOC1 (THF). The product is BrC1=CC=CC(=N1)CN1C=C(C(C2=CC=CC=C12)=O)C(C1=CC=C(C=C1)N(C)C)=O (1-(6-Bromo-pyridin-2-ylmethyl)-3-(4-dimethylamino-benzoyl)-1H-quinolin-4-one). As a reaction SMILES: CON(C)[C:4]([C:6]1[C:15](=[O:16])[C:14]2[C:9](=[CH:10][CH:11]=[CH:12][CH:13]=2)[N:8]([CH2:17][C:18]2[CH:23]=[CH:22][CH:21]=[C:20]([Br:24])[N:19]=2)[CH:7]=1)=[O:5]>C1COCC1.[Br-]>[Br:24][C:20]1[N:19]=[C:18]([CH2:17][N:8]2[C:9]3[C:14](=[CH:13][CH:12]=[CH:11][CH:10]=3)[C:15](=[O:16])[C:6]([C:4](=[O:5])[C:12]3[CH:13]=[CH:14][C:9]([N:8]([CH3:17])[CH3:7])=[CH:10][CH:11]=3)=[CH:7]2)[CH:23]=[CH:22][CH:21]=1. Procedure details: Experimental conditions analogous to those described for Step 6 of Example 60 from 90 mg (0.22 mmol) of 1-(6-bromo-pyridin-2-ylmethyl)-4-oxo-1,4-dihydro-quinoline-3-carboxylic acid methoxy-methyl-amide in 1 mL THF and 0.98 mL 0.5M 4-N,N-dimethylanilinemagnesium bromide. Yield: 52 mg of a yellow solid. LC-MSD, m/z for C24H20BrN3O2 [M+H]+=462.0, 464.0; HPLC retention time: 2.6 min. Reactants: CS(C)=O, O, O, O, O, O, O, O, O, CC1(C)CC(=O)CC(C)(C)N1O, OO, O=S(=O)(O)O. Yields the product CON1C(C)(C)CC(=O)CC1(C)C. Reaction SMILES: [CH3:25][S:26]([CH3:27])=[O:28].[OH2:13].[OH2:14].[OH2:15].[OH2:16].[OH2:17].[OH2:18].[OH2:19].[OH2:31].[OH:1][N:2]1[C:3]([CH3:11])([CH3:12])[CH2:4][C:5](=[O:10])[CH2:6][C:7]1([CH3:8])[CH3:9].[OH:29][OH:30].[S:20]([OH:21])([OH:22])(=[O:23])=[O:24]>>[O:1]([N:2]1[C:3]([CH3:11])([CH3:12])[CH2:4][C:5](=[O:10])[CH2:6][C:7]1([CH3:8])[CH3:9])[CH3:25]. Starting materials: C(C)C1=NN2C(N=C(C(=C2)C2=CC=CC=C2)C2=CC=C(C=O)C=C2)=N1 (4-(2-ethyl-6-phenyl[1,2,4]triazolo[1,5-a]pyrimidin-5-yl)benzaldehyde), [BH-](OC(=O)C)(OC(=O)C)OC(=O)C.[Na+] (NaBH(OAc)3), 2-(5-piperidin-4H[1,2,4]triazol-3-yl)-pyridine, N(N)C(=O)C1CCN(CC1)C(=O)OC(C)(C)C (tert-butyl 4-(hydrazinocarbonyl)piperidine-1-carboxylate), N1=C(C=CC=C1)C#N (pyridine-2-carbonitrile), [BH-](OC(=O)C)(OC(=O)C)OC(=O)C.[Na+] (NaBH(OAc)3). The solvent is CN(C)C=O (DMF), C(C)(=O)O (acetic acid), C(C)N(CC)CC (triethylamine), CO (methanol). Product: C(C)C1=NN2C(N=C(C(=C2)C2=CC=CC=C2)C2=CC=C(C=C2)CN2CCC(CC2)C2=NNC(=N2)C2=NC=CC=C2)=N1 (2-Ethyl-6-phenyl-5-(4-{[4-(5-pyridin-2-yl-1H-1,2,4-triazol-3-yl)piperidin-1-yl]methyl}phenyl)[1,2,4]triazolo[1,5-a]pyrimidine). Reaction SMILES: [NH:1]([C:3]([CH:5]1[CH2:10][CH2:9][N:8]([C:11](OC(C)(C)C)=O)[CH2:7][CH2:6]1)=O)[NH2:2].[N:18]1[CH:23]=[CH:22][CH:21]=[CH:20][C:19]=1[C:24]#[N:25].[CH2:26]([C:28]1[N:50]=[C:31]2[N:32]=[C:33]([C:42]3[CH:49]=[CH:48][C:45](C=O)=[CH:44][CH:43]=3)[C:34]([C:36]3[CH:41]=[CH:40][CH:39]=[CH:38][CH:37]=3)=[CH:35][N:30]2[N:29]=1)[CH3:27].[BH-](OC(C)=O)(OC(C)=O)OC(C)=O.[Na+]>CO.CN(C=O)C.C(O)(=O)C.C(N(CC)CC)C>[CH2:26]([C:28]1[N:50]=[C:31]2[N:32]=[C:33]([C:42]3[CH:49]=[CH:48][C:45]([CH2:11][N:8]4[CH2:7][CH2:6][CH:5]([C:3]5[N:25]=[C:24]([C:19]6[CH:20]=[CH:21][CH:22]=[CH:23][N:18]=6)[NH:2][N:1]=5)[CH2:10][CH2:9]4)=[CH:44][CH:43]=3)[C:34]([C:36]3[CH:41]=[CH:40][CH:39]=[CH:38][CH:37]=3)=[CH:35][N:30]2[N:29]=1)[CH3:27] |f:3.4|. Reported procedure: 3.5 ml triethylamine is added to a solution of 3.51 g 2-(5-piperidin-4H[1,2,4]triazol-3-yl)-pyridine*2HCl (prepared from tert-butyl 4-(hydrazinocarbonyl)piperidine-1-carboxylate and pyridine-2-carbonitrile according to a procedure described in U.S. Pat. No. 4,011,218 or WO2005100344) in 100 ml methanol. To this solution a solution of 2.30 g 4-(2-ethyl-6-phenyl[1,2,4]triazolo[1,5-a]pyrimidin-5-yl)benzaldehyde in 100 ml DMF is added, followed by 1.44 ml glacial acetic acid and 4.1 g NaBH(OAc)3. Th...